This data is from the Open Reaction Database (ORD), a public repository of structured organic reaction records. The task is: describe an organic reaction: reactants, conditions, products, and yield Starting materials: COC=1CC(CC(CN1)C)C (3,4,5,6-tetrahydro-7-methoxy-3,5-dimethyl-2H-azepine), [Cl-].[NH4+] (ammonium chloride). Yields the product Cl.CC1CC(NCC(C1)C)=N (hexahydro-4,6-dimethyl-1H-azepin-2-imine, monohydrochloride). Isolated yield 92.1%. Reaction SMILES: CO[C:3]1[CH2:4][CH:5]([CH3:11])[CH2:6][CH:7]([CH3:10])[CH2:8][N:9]=1.[Cl-:12].[NH4+:13]>CO>[ClH:12].[CH3:11][CH:5]1[CH2:6][CH:7]([CH3:10])[CH2:8][NH:9][C:3](=[NH:13])[CH2:4]1 |f:1.2,4.5|. The solvent is CO (MeOH). Procedure details: The product of EXAMPLE 34 (1.75 g, 8.6 mmol) in 25 mL of MeOH was reacted with ammonium chloride (0.48 g, 9.0 mmol) by the method of EXAMPLE 27 to yield 1.4 g (83%) of the title material. Starting materials: C(C)OC(C=C(CCCCCCC1=NC2=NC=CC=C2C=C1)C=1C=NC(=CC1)N)=O (3-(6-Amino-pyridin-3-yl)-9-[1,8]naphthyridin-2-yl-non-2-enoic acid ethyl ester). Reagents/catalysts: [Pd] (Pd/C). The solvent is CO (methanol). The product is C(C)OC(CC(CCCCCCC1=NC=2NCCCC2C=C1)C=1C=NC(=CC1)N)=O (3-(6-Amino-pyridin-3-yl)-9-(5,6,7,8-tetrahydro-[1,8]naphthyridin-2-yl)-nonanoic acid ethyl ester). RXN SMILES: [CH2:1]([O:3][C:4](=[O:30])[CH:5]=[C:6]([C:23]1[CH:24]=[N:25][C:26]([NH2:29])=[CH:27][CH:28]=1)[CH2:7][CH2:8][CH2:9][CH2:10][CH2:11][CH2:12][C:13]1[CH:22]=[CH:21][C:20]2[C:15](=[N:16][CH:17]=[CH:18][CH:19]=2)[N:14]=1)[CH3:2]>CO.[Pd]>[CH2:1]([O:3][C:4](=[O:30])[CH2:5][CH:6]([C:23]1[CH:24]=[N:25][C:26]([NH2:29])=[CH:27][CH:28]=1)[CH2:7][CH2:8][CH2:9][CH2:10][CH2:11][CH2:12][C:13]1[CH:22]=[CH:21][C:20]2[CH2:19][CH2:18][CH2:17][NH:16][C:15]=2[N:14]=1)[CH3:2]. Reported procedure: A mixture of 28-5 (0.1 g, 0.3 mmol) and 10% Pd/C (0.1 g) in 10 mL methanol was purged with argon under vacuum and then treated under balloon hydrogenation conditions for 40 hr. It was filtered through a pad of celite. The solution was concentrated. The residue was purified by silica gel chromatography (100% CHCl3 to CHCl3/MeOH 5:1) to afford the desired product 28-6 as an oil.